The task is: describe an organic reaction: reactants, conditions, products, and yield. This data is from the Open Reaction Database (ORD), a public repository of structured organic reaction records. Reaction SMILES: [OH-].[Na+].[CH3:3][N:4]1[CH2:9][CH2:8][CH:7]([C:10]([O:12]CC)=[O:11])[CH2:6][CH2:5]1>C(O)C>[CH3:3][N:4]1[CH2:9][CH2:8][CH:7]([C:10]([OH:12])=[O:11])[CH2:6][CH2:5]1 |f:0.1|. The yield is 99.1%. Reported procedure: 12.5 cm3 of a 4 N aqueous sodium hydroxide solution are added, at 20° C., to 7.60 g of ethyl 1-methyl-4-piperidinecarboxylate in solution in 35 cm3 of ethanol. After stirring for 20 hours, the reaction mixture is concentrated to a reduced volume and then neutralized with 12.5 cm3 of a 4 N aqueous hydrochloric acid solution and finally concentrated to dryness under reduced pressure (2.7 kPa). The residue is stirred in 60 cm3 of anhydrous ethanol, and then filtered. The filtrate is concentrated to... Run in C(C)O (ethanol). Run at time 20 hour. The reactants are [OH-].[Na+] (sodium hydroxide), CN1CCC(CC1)C(=O)OCC (ethyl 1-methyl-4-piperidinecarboxylate). Yields the product CN1CCC(CC1)C(=O)O (1-methyl-4-piperidinecarboxylic acid). The reactants are IC=1C=C(CC2=NNC=N2)C=CC1OC (3-(3-iodo-4-methoxybenzyl)-1H-1,2,4-triazole), B1(OCC(CO1)(C)C)B2OCC(CO2)(C)C (bis(neopentyl glycolato)diboron), C(C)(=O)[O-].[K+] (potassium acetate). Run in CS(=O)C (DMSO). Reaction conditions: temperature 80 celsius. Product: COC1=C(C=C(C=C1)CC1=NNC=N1)B(O)O ([2-methoxy-5-(1H-1,2,4-triazol-3-ylmethyl)phenyl]boronic acid). Reaction SMILES: I[C:2]1[CH:3]=[C:4]([CH:11]=[CH:12][C:13]=1[O:14][CH3:15])[CH2:5][C:6]1[N:10]=[CH:9][NH:8][N:7]=1.[B:16]1(B2OCC(C)(C)CO2)[O:21]CC(C)(C)C[O:17]1.C([O-])(=O)C.[K+]>CS(C)=O>[CH3:15][O:14][C:13]1[CH:12]=[CH:11][C:4]([CH2:5][C:6]2[N:10]=[CH:9][NH:8][N:7]=2)=[CH:3][C:2]=1[B:16]([OH:21])[OH:17] |f:2.3|. Procedure details: A mixture of 3-(3-iodo-4-methoxybenzyl)-1H-1,2,4-triazole (Step B) (397 mg, 1.260 mmol), bis(neopentyl glycolato)diboron (342 mg, 1.512 mmol), potassium acetate (495 mg, 5.04 mmol), and 1,1′-bis(diphenylphosphino)ferrocene-palladium(II)dichloride dichloromethane complex (51.4 mg, 0.063 mmol) in DMSO (10 ml) was degassed flushing with nitrogen and heated at 80° C. overnight. The reaction was diluted with ethyl acetate and washed with water followed by brine, dried over sodium sulfate, filtered, a... Reactants: C([O-])([O-])=O.[K+].[K+] (potassium carbonate), aqueous solution, Br.C(C(O)CC(=O)O)(=O)O.NC([SeH])=N (2-selenoisourea malic acid hydrobromide), C([O-])([O-])=O.[K+].[K+] (potassium carbonate), [Au](Cl)(Cl)Cl.C(C)P(CC)CC (triethylphosphine gold chloride). The reagents and catalysts are C(C)O (ethanol). The solvent is C(Cl)Cl (methylene chloride). Run at time 30 minute. Yields the product C(C(O)CC(=O)[O-])(=[Se])[O-].[Au+3].C(C)P(CC)CC.C(C(O)CC(=O)[O-])(=[Se])[O-].C(C(O)CC(=O)[O-])(=[Se])[O-].[Au+3] (triethylphosphine gold selenomalate). The yield is 180.0%. RXN SMILES: Br.[C:2]([OH:10])(=O)[CH:3]([CH2:5][C:6]([OH:8])=[O:7])[OH:4].NC(=N)[SeH:13].C(=O)([O-])[O-].[K+].[K+].[Au:21](Cl)(Cl)Cl.[CH2:25]([P:27]([CH2:30][CH3:31])[CH2:28][CH3:29])[CH3:26]>C(O)C.C(Cl)Cl>[C:2]([O-:10])(=[Se:13])[CH:3]([CH2:5][C:6]([O-:8])=[O:7])[OH:4].[Au+3:21].[CH2:25]([P:27]([CH2:30][CH3:31])[CH2:28][CH3:29])[CH3:26].[C:2]([O-:10])(=[Se:13])[CH:3]([CH2:5][C:6]([O-:8])=[O:7])[OH:4].[C:2]([O-:10])(=[Se:13])[CH:3]([CH2:5][C:6]([O-:8])=[O:7])[OH:4].[Au+3:21] |f:0.1.2,3.4.5,6.7,10.11.12.13.14.15|. Procedure: Then, 30 ml of an aqueous solution containing 3.2 g (10 mmol) of the above-obtained 2-selenoisourea malic acid hydrobromide was prepared. To the solution was dropwise added 20 ml of an aqueous potassium carbonate solution containing 2.04 g (22 mmol) of potassium carbonate at -10° C. To the thus obtained solution was dropwise added 3.51 g (10 mmol) of triethylphosphine gold chloride dissolved in ethanol containing a few drops of methylene chloride at -10° C., and then the mixture was stirred for ...